This data is from the Open Reaction Database (ORD), a public repository of structured organic reaction records. The task is: describe an organic reaction: reactants, conditions, products, and yield The reactants are IC1=C2/C(/C(NC2=CC=C1)=O)=C/C=1NC=CC1 ((Z)-1,3-dihydro-4-iodo-3-[(1H-pyrrol-2-yl)methylene]-2H-indol-2-one), IC1=C2/C(/C(NC2=CC=C1)=O)=C/C=1NC=CC1 ((Z)-1,3-dihydro-4-iodo-3-[(1H-pyrrol-2-yl)methylene]-2H-indol-2-one), C(=O)([O-])[O-].[Na+].[Na+] (Na2CO3), ClC=1C=C(C=CC1)B(O)O (3-chlorophenylboronic acid). Reagents/catalysts: C=1C=CC(=CC1)[P](C=2C=CC=CC2)(C=3C=CC=CC3)[Pd]([P](C=4C=CC=CC4)(C=5C=CC=CC5)C=6C=CC=CC6)([P](C=7C=CC=CC7)(C=8C=CC=CC8)C=9C=CC=CC9)[P](C=1C=CC=CC1)(C=1C=CC=CC1)C=1C=CC=CC1 ((Ph3P)4Pd). Solvent: COCCOC (1,2-dimethoxyethane). Yields the product ClC=1C=C(C=CC1)C1=C2/C(/C(NC2=CC=C1)=O)=C/C=1NC=CC1 ((Z)-4-(3-chlorophenyl)-1,3-dihydro-3-[(1H-pyrrol-2-yl)methylene]-2H-indol-2-one). The yield is 91.1%. Reaction SMILES: I[C:2]1[CH:10]=[CH:9][CH:8]=[C:7]2[C:3]=1/[C:4](=[CH:12]/[C:13]1[NH:14][CH:15]=[CH:16][CH:17]=1)/[C:5](=[O:11])[NH:6]2.C([O-])([O-])=O.[Na+].[Na+].[Cl:24][C:25]1[CH:26]=[C:27](B(O)O)[CH:28]=[CH:29][CH:30]=1>C1C=CC([P]([Pd]([P](C2C=CC=CC=2)(C2C=CC=CC=2)C2C=CC=CC=2)([P](C2C=CC=CC=2)(C2C=CC=CC=2)C2C=CC=CC=2)[P](C2C=CC=CC=2)(C2C=CC=CC=2)C2C=CC=CC=2)(C2C=CC=CC=2)C2C=CC=CC=2)=CC=1.COCCOC>[Cl:24][C:25]1[CH:30]=[C:29]([C:2]2[CH:10]=[CH:9][CH:8]=[C:7]3[C:3]=2/[C:4](=[CH:12]/[C:13]2[NH:14][CH:15]=[CH:16][CH:17]=2)/[C:5](=[O:11])[NH:6]3)[CH:28]=[CH:27][CH:26]=1 |f:1.2.3,^1:37,39,58,77|. Reported procedure: A solution of (Z)-1,3-dihydro-4-iodo-3-[(1H-pyrrol-2-yl)methylene]-2H-indol-2-one (30 mg, 0.089 mmol) (Starting Material 1), 2M aqueous Na2CO3 solution (89 μL , 0.178 mmol), (Ph3P)4Pd (5 mg, 0.004 mmol) (Aldrich), and 3-chlorophenylboronic acid (16 mg, 0.102 mmol) (Aldrich) in 3 mL of a 2:1 mixture of 1,2-dimethoxyethane:distilled water was heated at reflux under a nitrogen atmosphere for 16 h. The reaction mixture was allowed to cool to room temperature and then directly purified by flash chrom... Reactants: COC=1C=C2CC3(CN(C2=C(C1C)C)C(C)=O)CCC3 (1-(6′-methoxy-7′,8′-dimethyl-2′,4′-dihydro-1′H-spiro[cyclobutane-1,3′-quinoline]-1′-yl)ethanone), B(Br)(Br)Br (BBr3). Run in ClCCl (dichloromethane). Run at time 1.5 hour. Product: OC=1C=C2CC3(CN(C2=C(C1C)C)C=O)CCC3 (6′-hydroxy-7′,8′-dimethyl-2′,4′-dihydro-1′H-spiro[cyclobutane-1,3′-quinoline]-1′-carbaldehyde). The yield is 78.0%. RXN SMILES: C[O:2][C:3]1[CH:4]=[C:5]2[C:10](=[C:11]([CH3:14])[C:12]=1[CH3:13])[N:9]([C:15](=[O:17])C)[CH2:8][C:7]1([CH2:20][CH2:19][CH2:18]1)[CH2:6]2.B(Br)(Br)Br>ClCCl>[OH:2][C:3]1[CH:4]=[C:5]2[C:10](=[C:11]([CH3:14])[C:12]=1[CH3:13])[N:9]([CH:15]=[O:17])[CH2:8][C:7]1([CH2:20][CH2:19][CH2:18]1)[CH2:6]2. Reported procedure: 1-(6′-methoxy-7′,8′-dimethyl-2′,4′-dihydro-1′H-spiro[cyclobutane-1,3′-quinoline]-1′-yl)ethanone (100 mg) was dissolved in dichloromethane (2 mL), to which solution was added BBr3 (19.3 mL) at 10° C. After 1.5 h, it was quenched with water, extracted with dichloromethane, and the organic layers were washed with brine, dried and evaporated to give an oil. Elution on a column (dichloromethane:methanol=10:0.2) gave 6′-hydroxy-7′,8′-dimethyl-2′,4′-dihydro-1′H-spiro[cyclobutane-1,3′-quinoline]-1′-carb... Reactants: N(CC(=O)O)C(=O)OCC1C2=CC=CC=C2C2=CC=CC=C12 (Fmoc-Gly), allyl, C=1C=CC2=C(C1)N=NN2O (HOBt), CC(C)N=C=NC(C)C (DIPCDI), N([C@@H](CCCC)C(=O)O)C(=O)OCC1C2=CC=CC=C2C2=CC=CC=C12 (Fmoc-Nle), CC1=CC=C(C=C1)C(C2=CC=CC=C2)N.C=CC1=CC=CC=C1.C=CC1=CC=C(C=C1)C=C.Cl (MBHA resin), C=1C=CC2=C(C1)N=NN2O (HOBt), CC(C)N=C=NC(C)C (DIPCDI), C=1C=CC2=C(C1)N=NN2O (HOBt), CC(C)N=C=NC(C)C (DIPCDI). The reagents and catalysts are CN(C)C=1C=CN=CC1 (DMAP). Run in CN(C)C=O (DMF), C(Cl)Cl.CN(C)C=O (DCM DMF), CN(C)C=O (DMF). Run at time 30 minute. Yields the product N(CC(=O)CC=C)C(=O)OCC1C2=CC=CC=C2C2=CC=CC=C12 (Fmoc-Gly-Allyl). RXN SMILES: [NH:1]([C:10]([O:12][CH2:13][CH:14]1[C:26]2[C:21](=[CH:22][CH:23]=[CH:24][CH:25]=2)[C:20]2[C:15]1=[CH:16][CH:17]=[CH:18][CH:19]=2)=[O:11])[C@H:2]([C:7](O)=[O:8])CCCC.[CH3:27][C:28]1C=CC(C(N)C2C=CC=CC=2)=C[CH:29]=1.C=CC1C=CC=CC=1.C=CC1C=CC(C=C)=CC=1.Cl.C1C=CC2N(O)N=NC=2C=1.CC(N=C=NC(C)C)C.N(C(OCC1C2C(=CC=CC=2)C2C1=CC=CC=2)=O)CC(O)=O>C(Cl)Cl.CN(C=O)C.CN(C=O)C.CN(C1C=CN=CC=1)C>[NH:1]([C:10]([O:12][CH2:13][CH:14]1[C:26]2[C:21](=[CH:22][CH:23]=[CH:24][CH:25]=2)[C:20]2[C:15]1=[CH:16][CH:17]=[CH:18][CH:19]=2)=[O:11])[CH2:2][C:7]([CH2:29][CH:28]=[CH2:27])=[O:8] |f:1.2.3.4,8.9|. Reported procedure: 0.848 g Fmoc-Nle (2.4 mmol) was coupled to 2.0 g MBHA resin (1.6 mmol) with 0.367 g HOBt (2.4 mmol) and 0.373 mL DIPCDI (2.4 mmol) in 20 mL DCM-DMF (1:1) for 2.3 h. The resin was washed 3 times with DMF, deprotected with 20 mL piperidine-DMF (1:1) for 30 min, and washed 3 times with DMF. 1.82 g allyl linker (3.2 mmol) was coupled to the resin with 0.489 g HOBt (3.2 mmol) and 0.497 mL DIPCDI (3.2 mmol) in 20 mL DMF for 18.5 h. The resin was washed 1 time with DMF and 2 times with DCM, deprotected... Starting materials: N1[C@H](C(=O)O)CCC1 (L-proline), C1=2C(=O)OC(NC1=CC=CC2)=O (isatoic anhydride), CS(=O)C (dimethyl sulfoxide). Solvent: O (water). The product is CN1C(C2N(C(C3=C1C=CC=C3)=O)CCC2)=O (1,2,3,11a-Tetrahydro-10-methyl-5H-pyrrolo[2,1-c] [1,4]benzodiazepin-5,11 (10H)-dione). Reaction SMILES: [NH:1]1[CH2:8][CH2:7][CH2:6][C@H:2]1[C:3]([OH:5])=O.[C:9]12[C:15](=[CH:16][CH:17]=[CH:18][CH:19]=1)[NH:14][C:13](=O)O[C:10]2=[O:11].CS(C)=O>O>[CH3:13][N:14]1[C:15]2[CH:16]=[CH:17][CH:18]=[CH:19][C:9]=2[C:10](=[O:11])[N:1]2[CH2:8][CH2:7][CH2:6][CH:2]2[C:3]1=[O:5]. Procedure: A mixture of 12.3 g. of L-proline, 17.7 g. of N-mthyl isatoic anhydride and 100 ml. of dimethyl sulfoxide is heated on a steam bath for 40 minutes. The mixture is cooled and diluted with 250 ml. of cold water. The precipitate is recovered by filtration, washed with water and then ether, air dried and then recrystallized from ethanol yielding the intermediate L-1-(N-methylanthrailoyl)proline, melting point 140°-142°C., [α]D25 -165°C. (1.1%, methanol). The reactants are ClC1=CC=C(C=C1)S(=O)(=O)N([C@@H](COC(=O)OC1=CC=C(C=C1)[N+](=O)[O-])C)C1=C(C=CC(=C1)Cl)COC(C)=O (4-chloro-N-[5-chloro-2-(acetoxymethyl)phenyl]-N-[2[[[[4-nitrophenyl]oxy]carbonyl]oxy]-(R)-methylethyl]benzenesulfonamide), C(C)N (ethylamine). The solvent is CN(C)C=O (DMF). Reaction conditions: temperature 22 celsius, time 12 hour. Yields the product ethyl acetate hexanes, ClC1=CC=C(C=C1)S(=O)(=O)N([C@@H](COC(=O)NCC)C)C1=C(C=CC(=C1)Cl)CO (4-Chloro-N-[5-chloro-2-(hydroxymethyl)phenyl]-N-[2-[[[ethylamino]carbonyl]oxy]-(R)-1-methylethyl]benzenesulfonamide). Yield: 30.0%. RXN SMILES: [Cl:1][C:2]1[CH:7]=[CH:6][C:5]([S:8]([N:11]([C:28]2[CH:33]=[C:32]([Cl:34])[CH:31]=[CH:30][C:29]=2[CH2:35][O:36]C(=O)C)[C@H:12]([CH3:27])[CH2:13][O:14][C:15](OC2C=CC([N+]([O-])=O)=CC=2)=[O:16])(=[O:10])=[O:9])=[CH:4][CH:3]=1.[CH2:40]([NH2:42])[CH3:41]>CN(C=O)C>[Cl:1][C:2]1[CH:3]=[CH:4][C:5]([S:8]([N:11]([C:28]2[CH:33]=[C:32]([Cl:34])[CH:31]=[CH:30][C:29]=2[CH2:35][OH:36])[C@H:12]([CH3:27])[CH2:13][O:14][C:15]([NH:42][CH2:40][CH3:41])=[O:16])(=[O:9])=[O:10])=[CH:6][CH:7]=1. Procedure details: To a solution of 4-chloro-N-[5-chloro-2-(acetoxymethyl)phenyl]-N-[2[[[[4-nitrophenyl]oxy]carbonyl]oxy]-(R)-methylethyl]benzenesulfonamide (0.85 g, 0.14 mmol) was added ethylamine (0.13 g, 0.28 mmol) in DMF (2 mL). The resulting mixture was allowed to stir at 22° C. for 12 h and concentrated under reduced pressure. The mixture was diluted with methanol/H2O (2 mL), followed by the addition of K2CO3. The mixture was filtered and the solvent was removed. Silica gel chromatography (30% ethyl acetate/...